This data is from the Open Reaction Database (ORD), a public repository of structured organic reaction records. The task is: describe an organic reaction: reactants, conditions, products, and yield Reactants: N1N=CC(=C1)C1=CC2=C(C=N1)C=NN2C2=CC=CC(=N2)N2CCN(CCC2)C(=O)[O-] (4-(6-(6-(1H-pyrazol-4-yl)-1H-pyrazolo[4,3-c]pyridin-1-yl)pyridin-2-yl)-1,4-diazepane-1-carboxylate), BrCC1CC1 ((bromomethyl)cyclopropane), C(=O)([O-])[O-].[K+].[K+] (K2CO3). The solvent is CN(C)C=O (DMF). Conditions: time 18 hour. Yields the product C1(CC1)CN1N=CC(=C1)C1=CC2=C(C=N1)C=NN2C2=CC=CC(=N2)N2CCN(CCC2)C(=O)OC(C)(C)C (tert-butyl 4-(6-(6-(1-(cyclopropylmethyl)-1H-pyrazol-4-yl)-1H-pyrazolo[4,3-c]pyridin-1-yl)pyridin-2-yl)-1,4-diazepane-1-carboxylate). The yield is 180.8%. Reaction SMILES: [NH:1]1[CH:5]=[C:4]([C:6]2[N:11]=[CH:10][C:9]3[CH:12]=[N:13][N:14]([C:15]4[N:20]=[C:19]([N:21]5[CH2:27][CH2:26][CH2:25][N:24]([C:28]([O-:30])=[O:29])[CH2:23][CH2:22]5)[CH:18]=[CH:17][CH:16]=4)[C:8]=3[CH:7]=2)[CH:3]=[N:2]1.Br[CH2:32][CH:33]1[CH2:35][CH2:34]1.C([O-])([O-])=O.[K+].[K+]>CN(C=O)C>[CH:35]1([CH2:34][N:1]2[CH:5]=[C:4]([C:6]3[N:11]=[CH:10][C:9]4[CH:12]=[N:13][N:14]([C:15]5[N:20]=[C:19]([N:21]6[CH2:27][CH2:26][CH2:25][N:24]([C:28]([O:30][C:4]([CH3:6])([CH3:5])[CH3:3])=[O:29])[CH2:23][CH2:22]6)[CH:18]=[CH:17][CH:16]=5)[C:8]=4[CH:7]=3)[CH:3]=[N:2]2)[CH2:33][CH2:32]1 |f:2.3.4|. Reported procedure: A suspension of 4-(6-(6-(1H-pyrazol-4-yl)-1H-pyrazolo[4,3-c]pyridin-1-yl)pyridin-2-yl)-1,4-diazepane-1-carboxylate (200 mg, 0.43 mmol), (bromomethyl)cyclopropane (100 mg, 0.65 mmol), and K2CO3 (120 mg, 0.87 mmol) in DMF (10 mL) was stirred at room temperature for 18 hours. The reaction mixture was extracted with EtOAc (100 mL), washed with brine (50 mL), dried over MgSO4, and concentrated under reduced pressure. The crude was purified by silica gel chromatography using petroleum ether/EtOAc (2/1... The reactants are C(C)C1NCCC2=C1N=CN2 (4-ethyl-4,5,6,7-tetrahydro-imidazo-[4,5-c]-pyridine), C(C)NC(SC)=N (N-ethyl-S-methyl-isothiourea), Br (hydrogen bromide). Solvent: C(C)#N (acetonitrile). Yields the product C(C)C1N(CCC2=C1N=CN2)C(NCC)=N (4-Ethyl-5-(N-ethyl-guanyl)-4,5,6,7-tetrahydro-imidazo-[4,5-c]-pyridine). RXN SMILES: [CH2:1]([CH:3]1[C:8]2[N:9]=[CH:10][NH:11][C:7]=2[CH2:6][CH2:5][NH:4]1)[CH3:2].[CH2:12]([NH:14][C:15](=[NH:18])SC)[CH3:13].Br>C(#N)C>[CH2:1]([CH:3]1[C:8]2[N:9]=[CH:10][NH:11][C:7]=2[CH2:6][CH2:5][N:4]1[C:15](=[NH:18])[NH:14][CH2:12][CH3:13])[CH3:2]. Procedure: A solution of 1.5 g of 4-ethyl-4,5,6,7-tetrahydro-imidazo-[4,5-c]-pyridine and 1.18 g of N-ethyl-S-methyl-isothiourea in 15 ml of acetonitrile is refluxed for 8 h. After evaporation to dryness the residue is treated with one equivalent of ethanolic hydrogen bromide. After cooling, 1.5 g of 4-ethyl-5-(N-ethyl-guanyl)-4,5,6,7-tetrahydro-imidazo-[4,5-c]-pyridine monohydrobromide, m.p. 275°, are collected.